Dataset: the Open Reaction Database (ORD), a public repository of structured organic reaction records. Task: describe an organic reaction: reactants, conditions, products, and yield The reactants are S(=O)([O-])[O-].[Na+].[Na+] (sodium sulfite), O (water), NC1=NC(=NC=C1OC)OC (4-amino-2,5-dimethoxypyrimidine), NO (hydroxylamine), S(=O)([O-])[O-].[Na+].[Na+] (sodium sulfite), O (water), NO (hydroxylamine), C1(=CC=CC=C1)C (toluene), C(C)OC(=O)N=C=S (ethoxy carbonylisothiocyanate), amine. Conditions: temperature 80 celsius, time 8 hour. Yields the product NC1=NN2C(=NC=C(C2=N1)OC)OC (2-amino-5,8-dimethoxy[1,2,4]triazolo[1,5-c]pyrimidine). Isolated yield 67.0%. As a reaction SMILES: [NH2:1][C:2]1[C:7]([O:8][CH3:9])=[CH:6][N:5]=[C:4]([O:10][CH3:11])[N:3]=1.C1(C)C=CC=CC=1.C(OC([N:24]=[C:25]=S)=O)C.O.[NH2:28]O.S([O-])([O-])=O.[Na+].[Na+]>>[NH2:28][C:25]1[N:1]=[C:2]2[N:3]([C:4]([O:10][CH3:11])=[N:5][CH:6]=[C:7]2[O:8][CH3:9])[N:24]=1 |f:5.6.7|. Procedure: To a 700 mL jacketed vessel equipped with a mechanical stirrer, a dual pH/temperature probe, a nitrogen inlet, and a reflux condenser was added sequentially 19.4 g (0.125 mol) of 4-amino-2,5-dimethoxypyrimidine followed by 151 g (1.639 mol) of toluene. The reaction was heated to gentle reflux (˜80° C.) and then 19.24 g (0.144 mol) of 98% ethoxy carbonylisothiocyanate was added, and the reaction mixture was heated at gentle reflux (89° C.) for 7 h. The reaction mixture was cooled to 26° C. and al... The reactants are [BH4-], COC(=O)c1ccc2c(c1)Cc1cc(C)cc(C(C)=O)c1O2, CO, CC(=O)O, [Na+], O. Yields the product COC(=O)c1ccc2c(c1)Cc1cc(C)cc(C(C)O)c1O2. Reaction SMILES: [BH4-:25].[C:1]([CH3:2])(=[O:3])[c:4]1[c:5]2[c:14]([cH:15][c:16]([CH3:18])[cH:17]1)[CH2:13][c:12]1[c:7]([cH:8][cH:9][c:10]([C:19](=[O:20])[O:21][CH3:22])[cH:11]1)[O:6]2.[CH3:23][OH:24].[CH3:28][C:29](=[O:30])[OH:31].[Na+:26].[OH2:27]>>[CH:1]([CH3:2])([OH:3])[c:4]1[c:5]2[c:14]([cH:15][c:16]([CH3:18])[cH:17]1)[CH2:13][c:12]1[c:7]([cH:8][cH:9][c:10]([C:19](=[O:20])[O:21][CH3:22])[cH:11]1)[O:6]2. Yields the product COc1cc2c(Oc3cc(O)c(C)cc3F)ccnc2cc1OCCCN1CCOCC1. Reactants: COc1cc2c(Oc3cc(OCc4ccccc4)c(C)cc3F)ccnc2cc1OCCCN1CCOCC1, CO, CN(C)C=O. As a reaction SMILES: [CH2:1]([c:2]1[cH:3][cH:4][cH:5][cH:6][cH:7]1)[O:8][c:9]1[c:10]([CH3:39])[cH:11][c:12]([F:38])[c:13]([O:14][c:15]2[cH:16][cH:17][n:18][c:19]3[cH:20][c:21]([O:27][CH2:28][CH2:29][CH2:30][N:31]4[CH2:32][CH2:33][O:34][CH2:35][CH2:36]4)[c:22]([O:25][CH3:26])[cH:23][c:24]23)[cH:37]1.[CH3:45][OH:46].[O:40]=[CH:41][N:42]([CH3:43])[CH3:44]>>[OH:8][c:9]1[c:10]([CH3:39])[cH:11][c:12]([F:38])[c:13]([O:14][c:15]2[cH:16][cH:17][n:18][c:19]3[cH:20][c:21]([O:27][CH2:28][CH2:29][CH2:30][N:31]4[CH2:32][CH2:33][O:34][CH2:35][CH2:36]4)[c:22]([O:25][CH3:26])[cH:23][c:24]23)[cH:37]1.